From a dataset of the Open Reaction Database (ORD), a public repository of structured organic reaction records. describe an organic reaction: reactants, conditions, products, and yield Starting materials: CC1CCNCC1c1ncc2cnc3[nH]ccc3n12, CCN(C(C)C)C(C)C, ClCCl, Cl, O=C=Nc1ccc(F)cc1F. Product: CC1CCN(C(=O)Nc2ccc(F)cc2F)CC1c1ncc2cnc3[nH]ccc3n12. As a reaction SMILES: [CH3:2][CH:3]1[CH:4]([c:9]2[n:10][cH:11][c:12]3[n:13]2[c:14]2[c:15]([n:16][cH:17]3)[nH:18][cH:19][cH:20]2)[CH2:5][NH:6][CH2:7][CH2:8]1.[CH:21]([N:22]([CH2:23][CH3:24])[CH:25]([CH3:26])[CH3:27])([CH3:28])[CH3:29].[Cl:41][CH2:42][Cl:43].[ClH:1].[F:30][c:31]1[c:32]([N:38]=[C:39]=[O:40])[cH:33][cH:34][c:35]([F:37])[cH:36]1>>[CH3:2][CH:3]1[CH:4]([c:9]2[n:10][cH:11][c:12]3[n:13]2[c:14]2[c:15]([n:16][cH:17]3)[nH:18][cH:19][cH:20]2)[CH2:5][N:6]([C:39]([NH:38][c:32]2[c:31]([F:30])[cH:36][c:35]([F:37])[cH:34][cH:33]2)=[O:40])[CH2:7][CH2:8]1. The reactants are ClCCCl, CO, CCN(C(C)C)C(C)C, Cl, CCCC(N)C(=O)N1CCC(c2ccc(Cl)cc2)CC1, CN(C)C=O, O=C(O)c1ccccc1, On1nnc2ccccc21. Yields the product CCCC(NC(=O)c1ccccc1)C(=O)N1CCC(c2ccc(Cl)cc2)CC1. Reaction SMILES: [CH2:20]([Cl:21])[CH2:22][Cl:23].[CH3:59][OH:60].[CH:50]([N:51]([CH2:52][CH3:53])[CH:54]([CH3:55])[CH3:56])([CH3:57])[CH3:58].[ClH:24].[NH2:25][CH:26]([C:27](=[O:28])[N:29]1[CH2:30][CH2:31][CH:32]([c:35]2[cH:36][cH:37][c:38]([Cl:41])[cH:39][cH:40]2)[CH2:33][CH2:34]1)[CH2:42][CH2:43][CH3:44].[O:45]=[CH:46][N:47]([CH3:48])[CH3:49].[OH:11][C:12](=[O:13])[c:14]1[cH:15][cH:16][cH:17][cH:18][cH:19]1.[OH:1][n:2]1[c:3]2[c:4]([cH:5][cH:6][cH:7][cH:8]2)[n:9][n:10]1>>[C:12](=[O:13])([c:14]1[cH:15][cH:16][cH:17][cH:18][cH:19]1)[NH:25][CH:26]([C:27](=[O:28])[N:29]1[CH2:30][CH2:31][CH:32]([c:35]2[cH:36][cH:37][c:38]([Cl:41])[cH:39][cH:40]2)[CH2:33][CH2:34]1)[CH2:42][CH2:43][CH3:44].